Task: describe an organic reaction: reactants, conditions, products, and yield. Dataset: the Open Reaction Database (ORD), a public repository of structured organic reaction records The reactants are Cc1cc(N2CCC(N3CCCC3C)C2)ccc1N, O=C(O)c1cn2c(n1)sc1ccccc12. Yields the product Cc1cc(N2CCC(N3CCCC3C)C2)ccc1NC(=O)c1cn2c(n1)sc1ccccc12. Reaction SMILES: [CH3:1][c:2]1[c:3]([NH2:19])[cH:4][cH:5][c:6]([N:8]2[CH2:9][CH:10]([N:13]3[CH:14]([CH3:18])[CH2:15][CH2:16][CH2:17]3)[CH2:11][CH2:12]2)[cH:7]1.[n:20]1[c:21]([C:32](=[O:33])[OH:34])[cH:22][n:23]2[c:24]1[s:25][c:26]1[c:27]2[cH:28][cH:29][cH:30][cH:31]1>>[CH3:1][c:2]1[c:3]([NH:19][C:32]([c:21]2[n:20][c:24]3[n:23]([cH:22]2)[c:27]2[c:26]([s:25]3)[cH:31][cH:30][cH:29][cH:28]2)=[O:33])[cH:4][cH:5][c:6]([N:8]2[CH2:9][CH:10]([N:13]3[CH:14]([CH3:18])[CH2:15][CH2:16][CH2:17]3)[CH2:11][CH2:12]2)[cH:7]1.